From a dataset of the Open Reaction Database (ORD), a public repository of structured organic reaction records. describe an organic reaction: reactants, conditions, products, and yield The reactants are Cn1nc(Cl)cc(Br)c1=O, O=C([O-])[O-], [Cs+], [Cs+], Nc1ccc(C(=O)N2CCOCC2)cn1, C1COCCO1, O=C(C=Cc1ccccc1)C=Cc1ccccc1, O=C(C=Cc1ccccc1)C=Cc1ccccc1, O=C(C=Cc1ccccc1)C=Cc1ccccc1, [Pd], [Pd]. Product: Cn1nc(Cl)cc(Nc2ccc(C(=O)N3CCOCC3)cn2)c1=O. RXN SMILES: [Br:16][c:17]1[c:18](=[O:25])[n:19]([CH3:24])[n:20][c:21]([Cl:23])[cH:22]1.[C:26](=[O:27])([O-:28])[O-:29].[Cs+:30].[Cs+:31].[NH2:1][c:2]1[cH:3][cH:4][c:5]([C:8](=[O:9])[N:10]2[CH2:11][CH2:12][O:13][CH2:14][CH2:15]2)[cH:6][n:7]1.[O:32]1[CH2:33][CH2:34][O:35][CH2:36][CH2:37]1.[O:40]=[C:41]([CH:42]=[CH:43][c:44]1[cH:45][cH:46][cH:47][cH:48][cH:49]1)[CH:50]=[CH:51][c:52]1[cH:53][cH:54][cH:55][cH:56][cH:57]1.[O:58]=[C:59]([CH:60]=[CH:61][c:62]1[cH:63][cH:64][cH:65][cH:66][cH:67]1)[CH:68]=[CH:69][c:70]1[cH:71][cH:72][cH:73][cH:74][cH:75]1.[O:76]=[C:77]([CH:78]=[CH:79][c:80]1[cH:81][cH:82][cH:83][cH:84][cH:85]1)[CH:86]=[CH:87][c:88]1[cH:89][cH:90][cH:91][cH:92][cH:93]1.[Pd:38].[Pd:39]>>[NH:1]([c:2]1[cH:3][cH:4][c:5]([C:8](=[O:9])[N:10]2[CH2:11][CH2:12][O:13][CH2:14][CH2:15]2)[cH:6][n:7]1)[c:17]1[c:18](=[O:25])[n:19]([CH3:24])[n:20][c:21]([Cl:23])[cH:22]1. Starting materials: ClC1=C2C(=NC=NC2=C(C=C1)O)N(C)C (5-chloro-4-(dimethylamino)-8-quinazolinol), [OH-].C(CCC)[N+](CCCC)(CCCC)CCCC (tetrabutylammonium hydroxide). The solvent is ClCCl (dichloromethane). Yields the product C(CCC)[N+](CCCC)(CCCC)CCCC.ClC1=C2C(=NC=NC2=C(C=C1)O)N(C)C (5-chloro-4-(dimethylamino)-8-quinazolinol, tetrabutylamonium salt). Reaction SMILES: [Cl:1][C:2]1[CH:11]=[CH:10][C:9]([OH:12])=[C:8]2[C:3]=1[C:4]([N:13]([CH3:15])[CH3:14])=[N:5][CH:6]=[N:7]2.[OH-].[CH2:17]([N+:21]([CH2:30][CH2:31][CH2:32][CH3:33])([CH2:26][CH2:27][CH2:28][CH3:29])[CH2:22][CH2:23][CH2:24][CH3:25])[CH2:18][CH2:19][CH3:20]>ClCCl>[CH2:30]([N+:21]([CH2:17][CH2:18][CH2:19][CH3:20])([CH2:22][CH2:23][CH2:24][CH3:25])[CH2:26][CH2:27][CH2:28][CH3:29])[CH2:31][CH2:32][CH3:33].[Cl:1][C:2]1[CH:11]=[CH:10][C:9]([OH:12])=[C:8]2[C:3]=1[C:4]([N:13]([CH3:15])[CH3:14])=[N:5][CH:6]=[N:7]2 |f:1.2,4.5|. Procedure details: A solution of 5-chloro-4-(dimethylamino)-8-quinazolinol (0.45 g, 2.01 mmol) and a 40% tetrabutylammonium hydroxide solution (1.0 go 1.54 mmol) in dichloromethane is stirred for 10 minutes at room temperature, washed sequentially with water and brine, dried over Na2SO4 and concentrated in vacuo to obtain the title product as a green oil, 0.35 g, which is identified by 1HNMR spectral analysis. Reactants: CN(C=CC(=O)C1=C(C=CC=C1)OC)C (3-dimethylamino-1-(2-methoxyphenyl)-2-propene-1-one), C(#N)CC(=O)N (cyanoacetamide), C[O-].[Na+] (sodium methoxide), [H-].[Na+] (sodium hydride). Solvent: C(C)(=O)O (acetic acid), O (water), CN(C=O)C (dimethylformamide), CO (methanol). The product is C(#N)C=1C(NC(=CC1)C1=C(C=CC=C1)OC)=O (3-Cyano-6-(2 methoxyphenyl)-2(1H)-pyridinone). As a reaction SMILES: CN(C)[CH:3]=[CH:4][C:5]([C:7]1[CH:12]=[CH:11][CH:10]=[CH:9][C:8]=1[O:13][CH3:14])=O.[C:16]([CH2:18][C:19]([NH2:21])=[O:20])#[N:17].C[O-].[Na+].[H-].[Na+]>CN(C)C=O.C(O)(=O)C.O.CO>[C:16]([C:18]1[C:19](=[O:20])[NH:21][C:5]([C:7]2[CH:12]=[CH:11][CH:10]=[CH:9][C:8]=2[O:13][CH3:14])=[CH:4][CH:3]=1)#[N:17] |f:2.3,4.5|. Reported procedure: A stirred mixture of 3-dimethylamino-1-(2-methoxyphenyl)-2-propene-1-one (5.74 g), cyanoacetamide (2.48 g) and sodium methoxide (from sodium hydride (50%, 4.32 g) and methanol (3.5 ml) in dry dimethylformamide was heated under reflux for 10 hours. The reaction mixture was poured into water, acidified to pH 4 with glacial acetic acid and extracted with ethyl acetate. The ethyl acetate extract was evaporated under reduced pressure to low volume and water was added to cause precipitation of a crude...